From a dataset of the Open Reaction Database (ORD), a public repository of structured organic reaction records. describe an organic reaction: reactants, conditions, products, and yield Starting materials: C(C)OP(=O)(CCCC)CCCNCC1=CC=C(C=C1)Cl (3-(p-chlorobenzylamino)propyl(n-butyl)phosphinic acid ethyl ester). Solvent: Cl (hyrochloric acid). The product is Cl.ClC1=CC=C(CNCCCP(O)(=O)CCCC)C=C1 (3-(p-chlorobenzylamino)propyl(n-butyl)phosphinic acid hydrochloride). RXN SMILES: C([O:3][P:4]([CH2:10][CH2:11][CH2:12][NH:13][CH2:14][C:15]1[CH:20]=[CH:19][C:18]([Cl:21])=[CH:17][CH:16]=1)([CH2:6][CH2:7][CH2:8][CH3:9])=[O:5])C>Cl>[ClH:21].[Cl:21][C:18]1[CH:17]=[CH:16][C:15]([CH2:14][NH:13][CH2:12][CH2:11][CH2:10][P:4]([CH2:6][CH2:7][CH2:8][CH3:9])(=[O:3])[OH:5])=[CH:20][CH:19]=1 |f:2.3|. Procedure details: A solution of 1.86 g of 3-(p-chlorobenzylamino)propyl(n-butyl)phosphinic acid ethyl ester in 30 ml of semi-concentrated hyrochloric acid is heated under reflux overnight, a clear solution forming after only 10 minutes. The solution is then cooled to 0°, whereupon a white precipitate forms. The precipitate is filtered off, washed with water and dried under reduced pressure at 60°. Recrystallisation from water and drying yield 3-(p-chlorobenzylamino)propyl(n-butyl)phosphinic acid hydrochloride hav... Reactants: Nc1ccc(Br)cc1F, CC(=O)O, O=C1OC(=O)C2CCCCC12. Product: O=C1C2CCCCC2C(=O)N1c1ccc(Br)cc1F. As a reaction SMILES: [Br:1][c:2]1[cH:3][c:4]([F:9])[c:5]([NH2:6])[cH:7][cH:8]1.[CH3:21][C:22](=[O:23])[OH:24].[CH:10]12[CH:11]([CH2:12][CH2:13][CH2:14][CH2:15]1)[C:16](=[O:17])[O:18][C:19]2=[O:20]>>[Br:1][c:2]1[cH:3][c:4]([F:9])[c:5]([N:6]2[C:16](=[O:17])[CH:11]3[CH:10]([CH2:15][CH2:14][CH2:13][CH2:12]3)[C:19]2=[O:18])[cH:7][cH:8]1.